From a dataset of the Open Reaction Database (ORD), a public repository of structured organic reaction records. describe an organic reaction: reactants, conditions, products, and yield Starting materials: C[O-], CO, ClCc1ccc(Cl)s1, [Na+], [Na+], [OH-], CCS(=O)(=O)NC(C(=O)NCCc1ccc(O)c(OC)c1)C(C)C. The product is CCS(=O)(=O)NC(C(=O)NCCc1ccc(OCc2ccc(Cl)s2)c(OC)c1)C(C)C. RXN SMILES: [CH3:33][O-:34].[CH3:38][OH:39].[Cl:25][c:26]1[s:27][c:28]([CH2:31][Cl:32])[cH:29][cH:30]1.[Na+:35].[Na+:37].[OH-:36].[OH:1][c:2]1[c:3]([O:23][CH3:24])[cH:4][c:5]([CH2:8][CH2:9][NH:10][C:11]([CH:12]([CH:13]([CH3:14])[CH3:15])[NH:16][S:17](=[O:18])(=[O:19])[CH2:20][CH3:21])=[O:22])[cH:6][cH:7]1>>[O:1]([c:2]1[c:3]([O:23][CH3:24])[cH:4][c:5]([CH2:8][CH2:9][NH:10][C:11]([CH:12]([CH:13]([CH3:14])[CH3:15])[NH:16][S:17](=[O:18])(=[O:19])[CH2:20][CH3:21])=[O:22])[cH:6][cH:7]1)[CH2:31][c:28]1[s:27][c:26]([Cl:25])[cH:30][cH:29]1. The reactants are C1OC2CC(C(CC2OC1)(C)C1=C(C=CC=C1)CC(=O)N=[N+]=[N-])=O (2-(4'-ethylenedioxy-1'-methyl-2'-oxocyclohexyl)-phenylacetyl azide), CN(C=O)C (dimethylformamide), C(C)(=O)O (acetic acid). Run at temperature 100 celsius. The product is O=C1C(CCC(C1)=O)(C)C1=C(CN)C=CC=C1 (2-(2', 4'-dioxo-1'-methyl-cyclohexyl)-benzyl amine). RXN SMILES: C1CO[CH:8]2[CH:3]([CH2:4][C:5](=[O:24])[C:6]([C:12]3[CH:17]=[CH:16][CH:15]=[CH:14][C:13]=3[CH2:18]C(N=[N+]=[N-])=O)([CH3:11])[CH2:7]2)[O:2]1.C(O)(=O)C.C[N:30](C)C=O>>[O:24]=[C:5]1[CH2:4][C:3](=[O:2])[CH2:8][CH2:7][C:6]1([C:12]1[CH:17]=[CH:16][CH:15]=[CH:14][C:13]=1[CH2:18][NH2:30])[CH3:11]. Reported procedure: The acyl azide 5 is dissolved in dimethylformamide and heated to 100° C. until nitrogen evolution ceases. The solution is cooled and treated with aqueous acetic acid to form 2-(2', 4'-dioxo-1'-methyl-cyclohexyl)-benzyl amine 6. Diethyl ether is added and the solution is washed successively with saturated sodium bicarbonate solution, water, and saturated salt solution and dried over anhydrous sodium sulfate. The solvent is removed by rotoevaporation to yield 1,2,3,4,4a,5,6,10b-octahydro- 10b-meth... Starting materials: C(C1=CC=CC=C1)N1CCCC2=CC=CC=C12 (1-Benzyl-1,2,3,4-tetrahydroquinoline), CN(C=O)C (dimethylformamide), O=P(Cl)(Cl)Cl (POCl3), C(C)(=O)[O-].[Na+] (Sodium acetate). The solvent is ClCCCl (1,2-dichloroethane), O (water), ClCCCl (1,2-dichloroethane). Conditions: time 20 minute. The product is C(C1=CC=CC=C1)N1CCCC2=CC(=CC=C12)C=O (1-Benzyl-1,2,3,4-tetrahydro-6-quinolinecarbaldehyde). As a reaction SMILES: CN(C)[CH:3]=[O:4].O=P(Cl)(Cl)Cl.[CH2:11]([N:18]1[C:27]2[C:22](=[CH:23][CH:24]=[CH:25][CH:26]=2)[CH2:21][CH2:20][CH2:19]1)[C:12]1[CH:17]=[CH:16][CH:15]=[CH:14][CH:13]=1.C([O-])(=O)C.[Na+]>ClCCCl.O>[CH2:11]([N:18]1[C:27]2[C:22](=[CH:23][C:24]([CH:3]=[O:4])=[CH:25][CH:26]=2)[CH2:21][CH2:20][CH2:19]1)[C:12]1[CH:13]=[CH:14][CH:15]=[CH:16][CH:17]=1 |f:3.4|. Procedure details: To dimethylformamide (1.7 ml, 0.022 mol) at 0° C. was added dropwise POCl3 (2.0 ml, 0.022 mol) and the mixture allowed to warm and stirred at ambient temperature for 20 minutes, then diluted with 1,2-dichloroethane (5 ml). 1-Benzyl-1,2,3,4-tetrahydroquinoline (4.5 g, 0.020 mol) dissolved in 5 ml of 1,2-dichloroethane was then added and the mixture refluxed 1 hour, then cooled to room temperature. Sodium acetate (9.0g, 0.11 mol), dissolved in the minimum necessary water, was added and the mixture...